From a dataset of the Open Reaction Database (ORD), a public repository of structured organic reaction records. describe an organic reaction: reactants, conditions, products, and yield Reactants: ClC=1C(=CC(=C(C1)C(CC(=O)OC)CCCCC)OC)O (methyl 3-(5-chloro-4-hydroxy-2-methoxyphenyl)octanoate), C(C)OCCBr (2-ethoxyethyl bromide). Solvent: CCOCC (ether). The product is ClC=1C(=CC(=C(C1)C(CC(=O)O)CCCCC)OC)OCCOCC (3-[5-Chloro-4-(2-ethoxyethoxy)-2-methoxyphenyl]octanoic Acid). RXN SMILES: [Cl:1][C:2]1[C:3]([OH:21])=[CH:4][C:5]([O:19][CH3:20])=[C:6]([CH:8]([CH2:14][CH2:15][CH2:16][CH2:17][CH3:18])[CH2:9][C:10]([O:12]C)=[O:11])[CH:7]=1.[CH2:22]([O:24][CH2:25][CH2:26]Br)[CH3:23]>CCOCC>[Cl:1][C:2]1[C:3]([O:21][CH2:23][CH2:22][O:24][CH2:25][CH3:26])=[CH:4][C:5]([O:19][CH3:20])=[C:6]([CH:8]([CH2:14][CH2:15][CH2:16][CH2:17][CH3:18])[CH2:9][C:10]([OH:12])=[O:11])[CH:7]=1. Reported procedure: Following a similar procedure to that described in Preparation 45a-(i), but using methyl 3-(5-chloro-4-hydroxy-2-methoxyphenyl)octanoate (prepared as described in Preparation 56A) and 2-ethoxyethyl bromide, the corresponding. ether derivative was obtained. Hydrolysis of this derivative and subsequent treatment of the reaction mixture were conducted in a similar manner to that described in Preparation 7 to give the title compound as an oily substance.